This data is from the Open Reaction Database (ORD), a public repository of structured organic reaction records. The task is: describe an organic reaction: reactants, conditions, products, and yield Starting materials: ClC1=C(C=C(C=C1)C)C=1OC2=C(C(=CC(=C2C(C1)=O)OC)OC)[C@H]1[C@@H](N(CC1)C)CO ((+)-trans-2-(2-Chloro-5-methyl-phenyl)-8-(2-hydroxymethyl-1-methyl-pyrrolidin-3-yl)-5,7-dimethoxy-chromen-4-one), Cl.N1=CC=CC=C1 (pyridine hydrochloride). Product: ClC1=C(C=C(C=C1)C)C=1OC2=C(C(=CC(=C2C(C1)=O)O)O)[C@H]1[C@@H](N(CC1)C)CO ((+)-trans-2-(2-Chloro-5-methyl-phenyl)-5,7-dihydroxy-8-(2-hydroxymethyl-1-methyl-pyrrolidin-3-yl)-chromen-4-one). RXN SMILES: [Cl:1][C:2]1[CH:7]=[CH:6][C:5]([CH3:8])=[CH:4][C:3]=1[C:9]1[O:10][C:11]2[C:16]([C:17](=[O:19])[CH:18]=1)=[C:15]([O:20]C)[CH:14]=[C:13]([O:22]C)[C:12]=2[C@@H:24]1[CH2:28][CH2:27][N:26]([CH3:29])[C@H:25]1[CH2:30][OH:31].Cl.N1C=CC=CC=1>>[Cl:1][C:2]1[CH:7]=[CH:6][C:5]([CH3:8])=[CH:4][C:3]=1[C:9]1[O:10][C:11]2[C:16]([C:17](=[O:19])[CH:18]=1)=[C:15]([OH:20])[CH:14]=[C:13]([OH:22])[C:12]=2[C@@H:24]1[CH2:28][CH2:27][N:26]([CH3:29])[C@H:25]1[CH2:30][OH:31] |f:1.2|. Reported procedure: Compound of example 37 (0.48 g, 1.1 mmol) was reacted with pyridine hydrochloride (5 g, 43.3 mmol) as described in example 17 to obtain the title compound. The reactants are NC=1C=C(C(=O)O)C=C(C1)N (3,5-diaminobenzoic acid), C1=COC(=C1)C=O (2-furfuraldehyde). The product is NC=1C=C(C(=O)O)C=C(C1)NCC1=CC=CO1 (3-amino-5-(N-furfurylamino)benzoic Acid). As a reaction SMILES: [NH2:1][C:2]1[CH:3]=[C:4]([CH:8]=[C:9]([NH2:11])[CH:10]=1)[C:5]([OH:7])=[O:6].[CH:12]1[CH:16]=[C:15]([CH:17]=O)[O:14][CH:13]=1>>[NH2:1][C:2]1[CH:3]=[C:4]([CH:8]=[C:9]([NH:11][CH2:17][C:15]2[O:14][CH:13]=[CH:12][CH:16]=2)[CH:10]=1)[C:5]([OH:7])=[O:6]. Reported procedure: This compound was prepared from 3,5-diaminobenzoic acid and 2-furfuraldehyde according to the procedure of Example 18. Yields the product O=C(CSCCOc1ccccc1)NNC(=O)c1ccc(Cl)nc1. RXN SMILES: [CH2:26]([O:27][CH:28]1[CH:29]=[CH:30][c:31]2[c:32]([cH:33][cH:34][cH:35][cH:36]2)[N:37]1[C:38]([O:39][CH2:40][CH3:41])=[O:42])[CH3:43].[Cl:1][c:2]1[n:3][cH:4][c:5]([C:8](=[O:9])[OH:10])[cH:6][cH:7]1.[O:11]([c:12]1[cH:13][cH:14][cH:15][cH:16][cH:17]1)[CH2:18][CH2:19][S:20][CH2:21][C:22](=[O:23])[NH:24][NH2:25]>>[Cl:1][c:2]1[n:3][cH:4][c:5]([C:8](=[O:10])[NH:25][NH:24][C:22]([CH2:21][S:20][CH2:19][CH2:18][O:11][c:12]2[cH:13][cH:14][cH:15][cH:16][cH:17]2)=[O:23])[cH:6][cH:7]1. Reactants: CCOC(=O)N1c2ccccc2C=CC1OCC, O=C(O)c1ccc(Cl)nc1, NNC(=O)CSCCOc1ccccc1. Starting materials: OC1=CC=C(C=C1)C=1C=C2C=CC(=NC2=CC1)C(=O)OC (methyl 6-(4-hydroxyphenyl)-2-quinolinecarboxylate), C1(CCCC1)C1=C(C(=NO1)C1=C(C=CC=C1Cl)Cl)CO ([5-cyclopentyl-3-(2,6-dichlorophenyl)-4-isoxazolyl]methanol), C1(=CC=CC=C1)P(C1=CC=CC=C1)C1=CC=CC=C1 (triphenylphosphine), N(=NC(=O)OC(C)C)C(=O)OC(C)C (diisopropyl azodicarboxylate). The solvent is ClCCl (dichloromethane). Run at temperature 90 celsius. The product is C1(CCCC1)C1=C(C(=NO1)C1=C(C=CC=C1Cl)Cl)COC1=CC=C(C=C1)C=1C=C2C=CC(=NC2=CC1)C(=O)OC (methyl 6-[4-({[5-cyclopentyl-3-(2,6-dichlorophenyl)-4-isoxazolyl]methyl}oxy)phenyl]-2-quinolinecarboxylate). Isolated yield 36.8%. Reaction SMILES: [OH:1][C:2]1[CH:7]=[CH:6][C:5]([C:8]2[CH:9]=[C:10]3[C:15](=[CH:16][CH:17]=2)[N:14]=[C:13]([C:18]([O:20][CH3:21])=[O:19])[CH:12]=[CH:11]3)=[CH:4][CH:3]=1.[CH:22]1([C:27]2[O:31][N:30]=[C:29]([C:32]3[C:37]([Cl:38])=[CH:36][CH:35]=[CH:34][C:33]=3[Cl:39])[C:28]=2[CH2:40]O)[CH2:26][CH2:25][CH2:24][CH2:23]1.C1(P(C2C=CC=CC=2)C2C=CC=CC=2)C=CC=CC=1.N(C(OC(C)C)=O)=NC(OC(C)C)=O>ClCCl>[CH:22]1([C:27]2[O:31][N:30]=[C:29]([C:32]3[C:37]([Cl:38])=[CH:36][CH:35]=[CH:34][C:33]=3[Cl:39])[C:28]=2[CH2:40][O:1][C:2]2[CH:7]=[CH:6][C:5]([C:8]3[CH:9]=[C:10]4[C:15](=[CH:16][CH:17]=3)[N:14]=[C:13]([C:18]([O:20][CH3:21])=[O:19])[CH:12]=[CH:11]4)=[CH:4][CH:3]=2)[CH2:23][CH2:24][CH2:25][CH2:26]1. Procedure details: To a solution of methyl 6-(4-hydroxyphenyl)-2-quinolinecarboxylate (0.10 mg, 0.36 mmol), [5-cyclopentyl-3-(2,6-dichlorophenyl)-4-isoxazolyl]methanol (0.11 mg, 0.36 mmol) and triphenylphosphine (0.10 mg, 0.39 mmol) in dichloromethane (2.5 mL) was added diisopropyl azodicarboxylate (0.071 mL, 0.39 mmol) slowly. The solution was heated in a microwave reactor at 90° C. for 10 minutes and then was adsorbed onto silica gel and purified by chromatography (silica gel, 0-45% ethyl acetate in hexanes grad... Starting materials: CCOC(=O)C(CC(=O)O)C(C)C, CCN=C=NCCCN(C)C, CN(C)c1ccncc1, ClCCl, Cl, NC1CCC(c2ccccc2)CC1. Yields the product CCOC(=O)C(CC(=O)NC1CCC(c2ccccc2)CC1)C(C)C. As a reaction SMILES: [CH2:13]([CH3:14])[O:15][C:16]([CH:17]([CH2:18][C:19](=[O:20])[OH:21])[CH:22]([CH3:23])[CH3:24])=[O:25].[CH3:2][N:3]([CH3:4])[CH2:5][CH2:6][CH2:7][N:8]=[C:9]=[N:10][CH2:11][CH3:12].[CH3:39][N:40]([CH3:41])[c:42]1[cH:43][cH:44][n:45][cH:46][cH:47]1.[Cl:48][CH2:49][Cl:50].[ClH:1].[c:26]1([CH:32]2[CH2:33][CH2:34][CH:35]([NH2:38])[CH2:36][CH2:37]2)[cH:27][cH:28][cH:29][cH:30][cH:31]1>>[CH2:13]([CH3:14])[O:15][C:16]([CH:17]([CH2:18][C:19](=[O:21])[NH:38][CH:35]1[CH2:34][CH2:33][CH:32]([c:26]2[cH:27][cH:28][cH:29][cH:30][cH:31]2)[CH2:37][CH2:36]1)[CH:22]([CH3:23])[CH3:24])=[O:25]. Starting materials: [BH3-]C#N.[Na+] (NaBH3CN), NCCNC1=C2N=CN(C2=NC(=N1)Cl)C1CCCC1 (N-(2-aminoethyl)-2-chloro-9-cyclopentyl-9H-purin-6-amine), CO (methanol), ClC=1C=C(C=O)C=C(C1)Cl (3,5-dichloro-benzaldehyde). The solvent is C(C)(=O)O (acetic acid). Reaction conditions: time 30 minute. Product: ClC1=NC(=C2N=CN(C2=N1)C1CCCC1)NCCNCC1=CC(=CC(=C1)Cl)Cl (2-chloro-9-cyclopentyl-N-[2-[[(3,5-dichlorophenyl) methyl]-amino]-ethyl]-9H-purin-6-amine). As a reaction SMILES: [NH2:1][CH2:2][CH2:3][NH:4][C:5]1[N:13]=[C:12]([Cl:14])[N:11]=[C:10]2[C:6]=1[N:7]=[CH:8][N:9]2[CH:15]1[CH2:19][CH2:18][CH2:17][CH2:16]1.CO.[Cl:22][C:23]1[CH:24]=[C:25]([CH:28]=[C:29]([Cl:31])[CH:30]=1)[CH:26]=O.[BH3-]C#N.[Na+]>C(O)(=O)C>[Cl:14][C:12]1[N:11]=[C:10]2[C:6]([N:7]=[CH:8][N:9]2[CH:15]2[CH2:19][CH2:18][CH2:17][CH2:16]2)=[C:5]([NH:4][CH2:3][CH2:2][NH:1][CH2:26][C:25]2[CH:24]=[C:23]([Cl:22])[CH:30]=[C:29]([Cl:31])[CH:28]=2)[N:13]=1 |f:3.4|. Reported procedure: 281 mg of the product obtained in Stage 1 of Example 7, 4 ml of methanol, 0.16 ml of 3,5-dichloro-benzaldehyde and 0.2 ml of acetic acid are mixed together, the reaction medium is agitated for 2 hours and 30 minutes, 0.1 g of NaBH3CN is added and agitation is carried out at ambient temperature for 1 hour. After evaporating the solvent, the residue is chromatographed on silica eluting with CH2Cl2/methanol/ammonium hydroxide (95/0.5/0.33) and 119 mg of expected product is obtained. Starting materials: CCOC(=O)c1ccc2ncc(C#N)c(Cl)c2c1, [Na+], [Na+], O=C([O-])[O-], OB(O)c1ccccc1, c1ccc(P(c2ccccc2)(c2ccccc2)[Pd](P(c2ccccc2)(c2ccccc2)c2ccccc2)(P(c2ccccc2)(c2ccccc2)c2ccccc2)P(c2ccccc2)(c2ccccc2)c2ccccc2)cc1. Yields the product CCOC(=O)c1ccc2ncc(C#N)c(-c3ccccc3)c2c1. As a reaction SMILES: [CH2:1]([CH3:2])[O:3][C:4](=[O:5])[c:6]1[cH:7][c:8]2[c:9]([Cl:18])[c:10]([C:16]#[N:17])[cH:11][n:12][c:13]2[cH:14][cH:15]1.[Na+:28].[Na+:29].[O-:30][C:31](=[O:32])[O-:33].[OH:19][B:20]([OH:21])[c:22]1[cH:23][cH:24][cH:25][cH:26][cH:27]1.[cH:34]1[cH:35][cH:36][c:37]([P:38]([Pd:39]([P:40]([c:41]2[cH:42][cH:43][cH:44][cH:45][cH:46]2)([c:47]2[cH:48][cH:49][cH:50][cH:51][cH:52]2)[c:53]2[cH:54][cH:55][cH:56][cH:57][cH:58]2)([P:59]([c:60]2[cH:61][cH:62][cH:63][cH:64][cH:65]2)([c:66]2[cH:67][cH:68][cH:69][cH:70][cH:71]2)[c:72]2[cH:73][cH:74][cH:75][cH:76][cH:77]2)[P:78]([c:79]2[cH:80][cH:81][cH:82][cH:83][cH:84]2)([c:85]2[cH:86][cH:87][cH:88][cH:89][cH:90]2)[c:91]2[cH:92][cH:93][cH:94][cH:95][cH:96]2)([c:97]2[cH:98][cH:99][cH:100][cH:101][cH:102]2)[c:103]2[cH:104][cH:105][cH:106][cH:107][cH:108]2)[cH:109][cH:110]1>>[CH2:1]([CH3:2])[O:3][C:4](=[O:5])[c:6]1[cH:7][c:8]2[c:9](-[c:22]3[cH:23][cH:24][cH:25][cH:26][cH:27]3)[c:10]([C:16]#[N:17])[cH:11][n:12][c:13]2[cH:14][cH:15]1. Reactants: C(C)(C)(C)NS(=O)(=O)C=1C=NC=C(C1)C1=NN=C(C2=C(C=CC=C12)C1=CC=CC=C1)NC1=CC(=CC=C1)F (N-(tert-Butyl)-5-(4-((3-fluorophenyl)amino)-5-phenylphthalazin-1-yl)pyridine-3-sulfonamide), C(=O)(C(F)(F)F)O (TFA). Run at temperature 65 celsius. The product is FC=1C=C(C=CC1)NC1=NN=C(C2=CC=CC(=C12)C1=CC=CC=C1)C=1C=C(C=NC1)S(=O)(=O)N (5-(4-((3-fluorophenyl)amino)-5-phenylphthalazin-1-yl)pyridine-3-sulfonamide). Yield: 27.9%. As a reaction SMILES: C([NH:5][S:6]([C:9]1[CH:10]=[N:11][CH:12]=[C:13]([C:15]2[C:24]3[C:19](=[C:20]([C:25]4[CH:30]=[CH:29][CH:28]=[CH:27][CH:26]=4)[CH:21]=[CH:22][CH:23]=3)[C:18]([NH:31][C:32]3[CH:37]=[CH:36][CH:35]=[C:34]([F:38])[CH:33]=3)=[N:17][N:16]=2)[CH:14]=1)(=[O:8])=[O:7])(C)(C)C.C(O)(C(F)(F)F)=O>>[F:38][C:34]1[CH:33]=[C:32]([NH:31][C:18]2[C:19]3[C:24](=[CH:23][CH:22]=[CH:21][C:20]=3[C:25]3[CH:26]=[CH:27][CH:28]=[CH:29][CH:30]=3)[C:15]([C:13]3[CH:14]=[C:9]([S:6]([NH2:5])(=[O:7])=[O:8])[CH:10]=[N:11][CH:12]=3)=[N:16][N:17]=2)[CH:37]=[CH:36][CH:35]=1. Procedure details: N-(tert-Butyl)-5-(4-((3-fluorophenyl)amino)-5-phenylphthalazin-1-yl)pyridine-3-sulfonamide (0.600 g, 1.14 mmol) was dissolved in TFA (10.0 mL, 130 mmol) and heated to 65° C. for 4 h. TFA was removed under reduced pressure and the resulting residue was diluted with saturated NaHCO3 (100 mL). The reaction mixture was extracted with EtOAc (3×100 mL). The combined organic extracts were dried over anhydrous Na2SO4, filtered and concentrated under reduced pressure. The resulting residue was purified b...